Task: describe an organic reaction: reactants, conditions, products, and yield. Dataset: the Open Reaction Database (ORD), a public repository of structured organic reaction records Reactants: Fc1cc(Br)c(Oc2ccccn2)cc1F, [C-]#N, [C-]#N, CN(C)C=O, [Zn+2], c1ccc(P(c2ccccc2)(c2ccccc2)[Pd](P(c2ccccc2)(c2ccccc2)c2ccccc2)(P(c2ccccc2)(c2ccccc2)c2ccccc2)P(c2ccccc2)(c2ccccc2)c2ccccc2)cc1. The product is N#Cc1cc(F)c(F)cc1Oc1ccccn1. As a reaction SMILES: [Br:1][c:2]1[c:3]([O:4][c:5]2[n:6][cH:7][cH:8][cH:9][cH:10]2)[cH:11][c:12]([F:16])[c:13]([F:15])[cH:14]1.[C-:22]#[N:23].[C-:25]#[N:26].[CH3:17][N:18]([CH3:19])[CH:20]=[O:21].[Zn+2:24].[cH:27]1[cH:28][cH:29][c:30]([P:31]([Pd:32]([P:33]([c:34]2[cH:35][cH:36][cH:37][cH:38][cH:39]2)([c:40]2[cH:41][cH:42][cH:43][cH:44][cH:45]2)[c:46]2[cH:47][cH:48][cH:49][cH:50][cH:51]2)([P:52]([c:53]2[cH:54][cH:55][cH:56][cH:57][cH:58]2)([c:59]2[cH:60][cH:61][cH:62][cH:63][cH:64]2)[c:65]2[cH:66][cH:67][cH:68][cH:69][cH:70]2)[P:71]([c:72]2[cH:73][cH:74][cH:75][cH:76][cH:77]2)([c:78]2[cH:79][cH:80][cH:81][cH:82][cH:83]2)[c:84]2[cH:85][cH:86][cH:87][cH:88][cH:89]2)([c:90]2[cH:91][cH:92][cH:93][cH:94][cH:95]2)[c:96]2[cH:97][cH:98][cH:99][cH:100][cH:101]2)[cH:102][cH:103]1>>[c:2]1([C:17]#[N:18])[c:3]([O:4][c:5]2[n:6][cH:7][cH:8][cH:9][cH:10]2)[cH:11][c:12]([F:16])[c:13]([F:15])[cH:14]1. Starting materials: FC1=CC=C(C=C1)C(C(C)N(C)C)=O (1-(4-fluorophenyl)-2-dimethylamino-propan-1-one), C(C1=CC=CC=C1)Br (benzyl bromide), ice water. The solvent is CC(=O)N(C)C (dimethylacetamide). Conditions: temperature 105 celsius. The product is FC1=CC=C(C=C1)C(C(C)(CC1=CC=CC=C1)N(C)C)=O (1-(4-Fluorophenyl) 2-dimethylamino-2-benzyl-propan-1-one). Reaction SMILES: [F:1][C:2]1[CH:7]=[CH:6][C:5]([C:8](=[O:14])[CH:9]([N:11]([CH3:13])[CH3:12])[CH3:10])=[CH:4][CH:3]=1.[CH2:15](Br)[C:16]1[CH:21]=[CH:20][CH:19]=[CH:18][CH:17]=1>CC(N(C)C)=O>[F:1][C:2]1[CH:3]=[CH:4][C:5]([C:8](=[O:14])[C:9]([N:11]([CH3:13])[CH3:12])([CH2:15][C:16]2[CH:21]=[CH:20][CH:19]=[CH:18][CH:17]=2)[CH3:10])=[CH:6][CH:7]=1. Procedure details: 11.2 g of sodium hydride (66%) are washed with hexane to remove oil, and added to 200 ml of dry dimethylacetamide. 50.0 g (0.256 mol) of 1-(4-fluorophenyl)-2-dimethylamino-propan-1-one (prepared by the method described in U.S. Pat. No. 5,534,629) are dissolved in 50 ml of dry dimethylacetamide and added dropwise to the above described solution. Successively, 48.2 g (0.282 mol) of benzyl bromide are slowly added dropwise with stirring and warmed up to 105° C. When the mixture has been stirred at ... Reactants: NO (hydroxylamine), C1=CC2=C(C3=C(C=CC=N3)C=C2)N=C1 (o-phenanthroline), CO (methanol), FC1=C(C#N)C(=CC=C1F)C(F)(F)F (2,3-difluoro-6-trifluoromethylbenzonitrile). Reagents/catalysts: [Fe](Cl)Cl (iron(II) chloride). Solvent: CC#N.O (CH3CN—H2O). Conditions: time 6 hour. Yields the product FC1=C(C(N)=NO)C(=CC=C1F)C(F)(F)F (2,3-difluoro-6-trifluoromethylbenzamidoxime), FC1=C(C(=O)N)C(=CC=C1F)C(F)(F)F (2,3-difluoro6-trifluoromethylbenzamide), III. As a reaction SMILES: C[OH:2].[NH2:3][OH:4].C1C=NC2C3N=CC=CC=3C=CC=2C=1.[F:19][C:20]1[C:27]([F:28])=[CH:26][CH:25]=[C:24]([C:29]([F:32])([F:31])[F:30])[C:21]=1[C:22]#[N:23]>[Fe](Cl)Cl.CC#N.O>[F:19][C:20]1[C:27]([F:28])=[CH:26][CH:25]=[C:24]([C:29]([F:32])([F:30])[F:31])[C:21]=1[C:22](=[N:3][OH:4])[NH2:23].[F:19][C:20]1[C:27]([F:28])=[CH:26][CH:25]=[C:24]([C:29]([F:32])([F:30])[F:31])[C:21]=1[C:22]([NH2:23])=[O:2] |f:5.6|. Procedure details: In a colorless, transparent glass reaction vessel was placed a mixed solvent of 150 ml of methanol-distilled water (volume ratio 1:2) into which were dissolved beforehand 9.91 g (150 mmol) of 50% hydroxylamine aqueous solution, 99 mg (0.50 mmol) of o-phenanthroline and on purpose 86 μg (0.00068 mmol) of iron(II) chloride. Into the mixed solvent was added 10.36 g (50.0 mmol) of 2,3-difluoro-6-trifluoromethylbenzonitrile (I″). The reaction temperature stood at 60° C. for 6 hours and was returned t... Starting materials: IC1=C(C=C(C=C1)[N+](=O)[O-])C(F)(F)F (2-iodo-5-nitrobenzotrifluoride), C1(CCC1)B(O)O (cyclobutylboronic acid), C([O-])([O-])=O.[Cs+].[Cs+] (cesium carbonate), C1(=CC=CC=C1)C (toluene). Reagents/catalysts: C1=CC=C(C=C1)P([C-]2C=CC=C2)C3=CC=CC=C3.C1=CC=C(C=C1)P([C-]2C=CC=C2)C3=CC=CC=C3.Cl[Pd]Cl.[Fe+2] ([1,1′-bis(diphenylphosphino)ferrocene]palladium(II) dichloride). Run in O (water). Reaction conditions: temperature 80 celsius, time 6 hour. The product is C1(CCC1)C1=C(C=C(C=C1)[N+](=O)[O-])C(F)(F)F (1-cyclobutyl-4-nitro-2-(trifluoromethyl)benzene). Yield: 47.3%. RXN SMILES: I[C:2]1[CH:7]=[CH:6][C:5]([N+:8]([O-:10])=[O:9])=[CH:4][C:3]=1[C:11]([F:14])([F:13])[F:12].[CH:15]1(B(O)O)[CH2:18][CH2:17][CH2:16]1.C(=O)([O-])[O-].[Cs+].[Cs+].C1(C)C=CC=CC=1>C1C=CC(P(C2C=CC=CC=2)[C-]2C=CC=C2)=CC=1.C1C=CC(P(C2C=CC=CC=2)[C-]2C=CC=C2)=CC=1.Cl[Pd]Cl.[Fe+2].O>[CH:15]1([C:2]2[CH:7]=[CH:6][C:5]([N+:8]([O-:10])=[O:9])=[CH:4][C:3]=2[C:11]([F:14])([F:13])[F:12])[CH2:18][CH2:17][CH2:16]1 |f:2.3.4,6.7.8.9|. Procedure details: A mixture of 2-iodo-5-nitrobenzotrifluoride (4.62 g), cyclobutylboronic acid (4.15 g), [1,1′-bis(diphenylphosphino)ferrocene]palladium(II) dichloride (4.15 g), cesium carbonate (22.6 g), toluene (67.0 mL) and water (33.0 mL) was stirred in a sealed tube at 80° C. for 6 hours. After cooling the reaction mixture to room temperature, extraction was conducted with ethyl acetate. The combined organic layers were dried over anhydrous magnesium sulfate and after removing the desiccant by filtration, th... The reactants are ClC=1NC2=C(N1)C=CC=C2 (2-chlorobenzimidazole), [H-].[Na+] (sodium hydride), ClCC=1OC(=CC1)C(=O)OCC (ethyl 2-chloromethyl-5-furoate). Run in O (water), CN(C=O)C (dimethylformamide), CN(C=O)C (dimethylformamide). Run at time 18 hour. Yields the product ClC1=NC2=C(N1CC=1OC(=CC1)C(=O)OCC)C=CC=C2 (2-chloro-1-(5-ethyoxycarbonylfur-2-ylmethyl)-1H-benzimidazole). Reaction SMILES: [Cl:1][C:2]1[NH:3][C:4]2[CH:10]=[CH:9][CH:8]=[CH:7][C:5]=2[N:6]=1.[H-].[Na+].Cl[CH2:14][C:15]1[O:16][C:17]([C:20]([O:22][CH2:23][CH3:24])=[O:21])=[CH:18][CH:19]=1>CN(C)C=O.O>[Cl:1][C:2]1[N:6]([CH2:14][C:15]2[O:16][C:17]([C:20]([O:22][CH2:23][CH3:24])=[O:21])=[CH:18][CH:19]=2)[C:5]2[CH:7]=[CH:8][CH:9]=[CH:10][C:4]=2[N:3]=1 |f:1.2|. Procedure details: Combine 2-chlorobenzimidazole (10.0 g, 66 mmol), and dimethylformamide (100 mL). Add portionwise sodium hydride (1.63 g, 68 mmol). After the evolution of gas ceases, add a solution of ethyl 2-chloromethyl-5-furoate (12.45 g, 0.66 mmol) in dimethylformamide (20 mL). After 18 hours, dilute the reaction mixture with water and extract repeatedly with diethyl ether. Combine the organic layers and extract with water and then brine. Dry the organic layer over Na2SO4, filter, and evaporate in vacuo to g... The reactants are COC(C[C@@H]1COC2=C1C=CC(=C2)O[C@@H]2CCC1=C(C=CC(=C21)F)O)=O ({(S)-6-[(R)-7-fluoro-4-hydroxy-indan-1-yloxy]-2,3-dihydro-benzofuran-3-yl}-acetic acid methyl ester), N1=CC=CC2=CC=CC(=C12)B(O)O (quinoline-8-boronic acid), Intermediate 6. Yields the product COC(C[C@@H]1COC2=C1C=CC(=C2)O[C@@H]2CCC1=C(C=CC(=C21)F)OC=2C=CC=C1C=CC=NC21)=O ({(S)-6-[(R)-7-Fluoro-4-(quinolin-8-yloxy)-indan-1-yloxy]-2,3-dihydro-benzofuran-3-yl}-acetic acid methyl ester). Reaction SMILES: [CH3:1][O:2][C:3](=[O:26])[CH2:4][C@H:5]1[C:9]2[CH:10]=[CH:11][C:12]([O:14][C@H:15]3[C:23]4[C:18](=[C:19]([OH:25])[CH:20]=[CH:21][C:22]=4[F:24])[CH2:17][CH2:16]3)=[CH:13][C:8]=2[O:7][CH2:6]1.[N:27]1[C:36]2[C:31](=[CH:32][CH:33]=[CH:34][C:35]=2B(O)O)[CH:30]=[CH:29][CH:28]=1>>[CH3:1][O:2][C:3](=[O:26])[CH2:4][C@H:5]1[C:9]2[CH:10]=[CH:11][C:12]([O:14][C@H:15]3[C:23]4[C:18](=[C:19]([O:25][C:35]5[CH:34]=[CH:33][CH:32]=[C:31]6[C:36]=5[N:27]=[CH:28][CH:29]=[CH:30]6)[CH:20]=[CH:21][C:22]=4[F:24])[CH2:17][CH2:16]3)=[CH:13][C:8]=2[O:7][CH2:6]1. Procedure details: The title compound is prepared from {(S)-6-[(R)-7-fluoro-4-hydroxy-indan-1-yloxy]-2,3-dihydro-benzofuran-3-yl}-acetic acid methyl ester and quinoline-8-boronic acid following a procedure analogous to that described for Intermediate 6. LC (method 4): tR=0.64 min; Mass spectrum (ESI+): m/z=486 [M+H]+. Starting materials: O=C([O-])[O-], CCOC(=O)CNCc1ccc(OC)cc1OC, CCOC(=O)c1sc(C(C)(C)C)nc1CBr, [K+], [K+], CN(C)C=O. The product is CCOC(=O)CN(Cc1ccc(OC)cc1OC)Cc1nc(C(C)(C)C)sc1C(=O)OCC. Reaction SMILES: [C:35](=[O:36])([O-:37])[O-:38].[CH2:17]([CH3:18])[O:19][C:20]([CH2:21][NH:22][CH2:23][c:24]1[c:25]([O:32][CH3:33])[cH:26][c:27]([O:30][CH3:31])[cH:28][cH:29]1)=[O:34].[CH2:1]([CH3:2])[O:3][C:4](=[O:5])[c:6]1[c:7]([CH2:15][Br:16])[n:8][c:9]([C:11]([CH3:12])([CH3:13])[CH3:14])[s:10]1.[K+:39].[K+:40].[O:41]=[CH:42][N:43]([CH3:44])[CH3:45]>>[CH2:1]([CH3:2])[O:3][C:4](=[O:5])[c:6]1[c:7]([CH2:15][N:22]([CH2:21][C:20]([O:19][CH2:17][CH3:18])=[O:34])[CH2:23][c:24]2[c:25]([O:32][CH3:33])[cH:26][c:27]([O:30][CH3:31])[cH:28][cH:29]2)[n:8][c:9]([C:11]([CH3:12])([CH3:13])[CH3:14])[s:10]1. Starting materials: C(C)(=O)NC=1SC(=C(N1)C(=O)OC)C1=CC=C(C=C1)SC (Methyl 2-(acetylamino)-5-[4-(methylthio)phenyl]-1,3-thiazole-4-carboxylate), [H-].[Al+3].[Li+].[H-].[H-].[H-] (lithium aluminium hydride). The solvent is O1CCCC1 (tetrahydrofuran). Conditions: temperature 0 celsius, time 30 minute. Yields the product C(=O)C=1N=C(SC1C1=CC=C(C=C1)SC)NC(C)=O (N-{4-formyl-5-[4-(methylthio)phenyl]-1,3-thiazol-2-yl}acetamide). The yield is 84.7%. RXN SMILES: [C:1]([NH:4][C:5]1[S:6][C:7]([C:14]2[CH:19]=[CH:18][C:17]([S:20][CH3:21])=[CH:16][CH:15]=2)=[C:8]([C:10](OC)=[O:11])[N:9]=1)(=[O:3])[CH3:2].[H-].[Al+3].[Li+].[H-].[H-].[H-]>O1CCCC1>[CH:10]([C:8]1[N:9]=[C:5]([NH:4][C:1](=[O:3])[CH3:2])[S:6][C:7]=1[C:14]1[CH:15]=[CH:16][C:17]([S:20][CH3:21])=[CH:18][CH:19]=1)=[O:11] |f:1.2.3.4.5.6|. Procedure: Methyl 2-(acetylamino)-5-[4-(methylthio)phenyl]-1,3-thiazole-4-carboxylate (200 mg) was dissolved in tetrahydrofuran (2 ml), and then lithium aluminium hydride (35.3 mg) was added portionwise to the solution at 0° C. The reaction mixture was stirred at 0° C. for 30 minutes and at room temperature for 30 minutes, and quenched with methanol. Ethyl acetate and 1N hydrochloric acid were added to the mixture, and extracted. The aqueous layer was extracted with ethyl acetate (twice). The combined orga... The reactants are S1C=C(C=C1)C=1C=C(CCl)C=CC1 (3-(3-thienyl)benzyl chloride), C1(=CC=CC=C1)P(C1=CC=CC=C1)C1=CC=CC=C1 (triphenylphosphine). Solvent: C1(=CC=CC=C1)C (toluene). The product is [Cl-].S1C=C(C=C1)C=1C=C(C[P+](C2=CC=CC=C2)(C2=CC=CC=C2)C2=CC=CC=C2)C=CC1 (3-(3-thienyl)benzyltriphenylphosphonium chloride). The yield is 66.5%. As a reaction SMILES: [S:1]1[CH:5]=[CH:4][C:3]([C:6]2[CH:7]=[C:8]([CH:11]=[CH:12][CH:13]=2)[CH2:9][Cl:10])=[CH:2]1.[C:14]1([P:20]([C:27]2[CH:32]=[CH:31][CH:30]=[CH:29][CH:28]=2)[C:21]2[CH:26]=[CH:25][CH:24]=[CH:23][CH:22]=2)[CH:19]=[CH:18][CH:17]=[CH:16][CH:15]=1>C1(C)C=CC=CC=1>[Cl-:10].[S:1]1[CH:5]=[CH:4][C:3]([C:6]2[CH:7]=[C:8]([CH:11]=[CH:12][CH:13]=2)[CH2:9][P+:20]([C:21]2[CH:22]=[CH:23][CH:24]=[CH:25][CH:26]=2)([C:27]2[CH:32]=[CH:31][CH:30]=[CH:29][CH:28]=2)[C:14]2[CH:15]=[CH:16][CH:17]=[CH:18][CH:19]=2)=[CH:2]1 |f:3.4|. Procedure details: 2.40 g of 3-(3-thienyl)benzyl chloride was dissolved in 40 ml of toluene, and 3.62 g of triphenylphosphine was added. The mixture was heated under reflux for 50 hours. The reaction mixture was allowed to cool, and the precipitated crystals were collected by filtration to give 3.60 g (yield 66%) of 3-(3-thienyl)benzyltriphenylphosphonium chloride. RXN SMILES: [Br:1][c:2]1[cH:3][cH:4][c:5]([CH2:6][C:7]23[CH2:8][NH:9][CH2:10][CH2:11][N:12]2[C:13](=[O:25])[N:14]([c:17]2[cH:18][c:19]([Cl:24])[cH:20][c:21]([Cl:23])[cH:22]2)[C:15]3=[O:16])[cH:26][cH:27]1.[CH2:54]1[O:55][CH2:56][CH2:57][CH2:58]1.[CH2:59]([Cl:60])[CH2:61][Cl:62].[CH3:47][N:48]([CH3:49])[CH2:50][C:51]([OH:52])=[O:53].[CH:28]([N:29]([CH2:30][CH3:31])[CH:32]([CH3:33])[CH3:34])([CH3:35])[CH3:36].[OH:37][n:38]1[c:39]2[c:40]([cH:41][cH:42][cH:43][cH:44]2)[n:45][n:46]1>>[Br:1][c:2]1[cH:3][cH:4][c:5]([CH2:6][C:7]23[CH2:8][N:9]([C:51]([CH2:50][N:48]([CH3:47])[CH3:49])=[O:52])[CH2:10][CH2:11][N:12]2[C:13](=[O:25])[N:14]([c:17]2[cH:18][c:19]([Cl:24])[cH:20][c:21]([Cl:23])[cH:22]2)[C:15]3=[O:16])[cH:26][cH:27]1. Product: CN(C)CC(=O)N1CCN2C(=O)N(c3cc(Cl)cc(Cl)c3)C(=O)C2(Cc2ccc(Br)cc2)C1. The reactants are O=C1N(c2cc(Cl)cc(Cl)c2)C(=O)C2(Cc3ccc(Br)cc3)CNCCN12, C1CCOC1, ClCCCl, CN(C)CC(=O)O, CCN(C(C)C)C(C)C, On1nnc2ccccc21.